This data is from the Open Reaction Database (ORD), a public repository of structured organic reaction records. The task is: describe an organic reaction: reactants, conditions, products, and yield The product is BrC1=CN2C(S1)=CN=C2 (2-bromoimidazo[5,1-b]thiazole). As a reaction SMILES: [Br:1][C:2]1[S:6][C:5]2=[C:7](C(O)=O)[N:8]=[CH:9][N:4]2[CH:3]=1.C1CCN2C(=NCCC2)CC1>ClC1C=CC(Cl)=CC=1Cl.CCCCCC>[Br:1][C:2]1[S:6][C:5]2=[CH:7][N:8]=[CH:9][N:4]2[CH:3]=1. Procedure: A solution of 2-bromoimidazo[5,1-b]thiazole-7-carboxylic acid (34 mg, 0.14 mmol) and 1,8-diazabicyclo[5,4,0]-7-undecene (21 μl, 0.14 mmol) dissolved in 1,2,4-trichlorobenzene (1 ml) was stirred at 180° C. for 5.5 hr. The reaction solution was allowed to cool to room temperature, was diluted with hexane, and was extracted with 2 M hydrochloric acid (3 ml×3). The aqueous layer was neutralized with a 2 M aqueous solution of sodium hydroxide and was extracted with ethyl acetate (5 ml×3). The organic... Run in ClC1=C(C=C(C=C1)Cl)Cl (1,2,4-trichlorobenzene), CCCCCC (hexane). Isolated yield 42.2%. The reactants are BrC1=CN2C(S1)=C(N=C2)C(=O)O (2-bromoimidazo[5,1-b]thiazole-7-carboxylic acid), C1CCC2=NCCCN2CC1 (1,8-diazabicyclo[5,4,0]-7-undecene). Conditions: temperature 180 celsius, time 5.5 hour.